This data is from the Open Reaction Database (ORD), a public repository of structured organic reaction records. The task is: describe an organic reaction: reactants, conditions, products, and yield Starting materials: ClC1=CC=C(C=C1)CN1C(=NC2=C1C(CC2)C(C(=O)OCC)(C(=O)OCC)C(=O)OCC)C(C)C (Triethyl [3-[(4-chlorophenyl)methyl]-2-(1-methylethyl)-3,4,5,6-tetrahydrocyclopenta[d]imidazol-4-yl]methanetricarboxylate), [OH-].[Na+] (sodium hydroxide). Solvent: C(C)O (ethanol). The product is ClC1=CC=C(C=C1)CN1C(=NC2=C1C(CC2)CC(=O)O)C(C)C ([3-[(4-chlorophenyl)methyl]-2-(1-methylethyl)-3,4,5,6-tetrahydrocyclopenta[d]imidazol-4-yl]acetic acid). Yield: 20.0%. RXN SMILES: [Cl:1][C:2]1[CH:7]=[CH:6][C:5]([CH2:8][N:9]2[C:13]3[CH:14]([C:17](C(OCC)=O)(C(OCC)=O)[C:18]([O:20]CC)=[O:19])[CH2:15][CH2:16][C:12]=3[N:11]=[C:10]2[CH:33]([CH3:35])[CH3:34])=[CH:4][CH:3]=1.[OH-].[Na+]>C(O)C>[Cl:1][C:2]1[CH:3]=[CH:4][C:5]([CH2:8][N:9]2[C:13]3[CH:14]([CH2:17][C:18]([OH:20])=[O:19])[CH2:15][CH2:16][C:12]=3[N:11]=[C:10]2[CH:33]([CH3:35])[CH3:34])=[CH:6][CH:7]=1 |f:1.2|. Procedure: Intermediate 20 (250 mg) was dissolved in ethanol (10 ml) and the resulting soln was treated with sodium hydroxide, 3M aq (4 ml). The resulting suspension was heated to reflux for 4 h. The reaction mixture was allowed to cool and concentrated in vacuo. The crude residue was taken up in Acetic Acid (10.00 ml) and heated to reflux for 2 h. Reaction mixture concentrated in vacuo and was purified by Reverse Phase chromatography using a 5->80% gradient of Acetonitrile/water with an ammonium carbonate... The product is NC1=CC=C(CN2C(\C(\CC2)=C\C2=C(N3C([C@H]([C@H]3SC2)NC(CSC2=CC=CC=C2)=O)=O)C(=O)O)=O)C=C1 ((E)-(6R,7R)-3-[1-(4-Amino-benzyl)-2-oxo-pyrrolidin-3-ylidenemethyl]-8-oxo-7-(2-phenylsulfanyl-acetylamino)-5-thia-1-aza-bicyclo[4.2.0]oct-2-ene-2-carboxylic acid). Reaction SMILES: N1C=CN=C1.C(OC([NH:12][C:13]1[CH:49]=[CH:48][C:16]([CH2:17][N:18]2[CH2:22][CH2:21]/[C:20](=[CH:23]\[C:24]3[CH2:31][S:30][C@H:29]4[N:26]([C:27](=[O:43])[C@H:28]4[NH:32][C:33](=[O:42])[CH2:34][S:35][C:36]4[CH:41]=[CH:40][CH:39]=[CH:38][CH:37]=4)[C:25]=3[C:44]([OH:46])=[O:45])/[C:19]2=[O:47])=[CH:15][CH:14]=1)=O)C=C.C[Si](/N=C(/O[Si](C)(C)C)\C(F)(F)F)(C)C.C(O)(=O)C.C([SnH](CCCC)CCCC)CCC.Cl>ClCCl.Cl[Pd](Cl)([P](C1C=CC=CC=1)(C1C=CC=CC=1)C1C=CC=CC=1)[P](C1C=CC=CC=1)(C1C=CC=CC=1)C1C=CC=CC=1.C(OCC)C>[NH2:12][C:13]1[CH:49]=[CH:48][C:16]([CH2:17][N:18]2[CH2:22][CH2:21]/[C:20](=[CH:23]\[C:24]3[CH2:31][S:30][C@H:29]4[N:26]([C:27](=[O:43])[C@H:28]4[NH:32][C:33](=[O:42])[CH2:34][S:35][C:36]4[CH:41]=[CH:40][CH:39]=[CH:38][CH:37]=4)[C:25]=3[C:44]([OH:46])=[O:45])/[C:19]2=[O:47])=[CH:15][CH:14]=1 |f:0.1,^1:88,107|. Procedure details: (E)-(6R,7R)-3- [1-(4-allyloxycarbonylamino-benzyl)-2-oxo-pyrrolidin-3-ylidenemethyl]-8-oxo-7-(2-phenylsulfanyl-acetylamino)-5-thia-1-aza-bicyclo[4.2.0]oct-2-ene-2-carboxylic acid imidazole salt (1:1) (400.0 mg, 0.57 mmol) was suspended in 20 ml dichloromethane and treated with N,O-bis(trimethylsilyl)-trifluoroacetamide (240.7 ml, 9.11 mmol). After 15 min, bis(triphenylphosphine)palladium(II) chloride (10.0 mg, 0.014 mmol), acetic acid (0.65 ml, 11.4 mmol) and tributyltin hydride (1.53 ml, 5.70 m... Reagents/catalysts: Cl[Pd]([P](C1=CC=CC=C1)(C2=CC=CC=C2)C3=CC=CC=C3)([P](C4=CC=CC=C4)(C5=CC=CC=C5)C6=CC=CC=C6)Cl (bis(triphenylphosphine)palladium(II) chloride). Reactants: C(C)(=O)O (acetic acid), C(CCC)[SnH](CCCC)CCCC (tributyltin hydride), N1C=NC=C1.C(C=C)OC(=O)NC1=CC=C(CN2C(\C(\CC2)=C\C2=C(N3C([C@H]([C@H]3SC2)NC(CSC2=CC=CC=C2)=O)=O)C(=O)O)=O)C=C1 ((E)-(6R,7R)-3- [1-(4-allyloxycarbonylamino-benzyl)-2-oxo-pyrrolidin-3-ylidenemethyl]-8-oxo-7-(2-phenylsulfanyl-acetylamino)-5-thia-1-aza-bicyclo[4.2.0]oct-2-ene-2-carboxylic acid imidazole salt), Cl (hydrochloric acid), C[Si](C)(C)/N=C(\C(F)(F)F)/O[Si](C)(C)C (N,O-bis(trimethylsilyl)-trifluoroacetamide). Run in C(C)OCC (diethyl ether), ClCCl (dichloromethane). Reaction conditions: time 15 minute. The reactants are C(C)(=O)OC1[C@H](OC(C)=O)[C@H](OC(C)=O)[C@H](O1)COC(C)=O (1,2,3,5-tetra-O-acetyl-D-ribofuranose), NC=1NC(C2=C(N1)N(C(S2)=O)[C@H]2[C@@H](O)[C@H](O)[C@H](O2)CO)=O (5-amino-3-(β-D-arabinofuranosyl)thiazolo[4,5-d]pyrimidine-2,7(3H,6H)-dione). Product: NC=1NC(C2=C(N1)N(C(S2)=O)[C@H]2[C@@H](O)[C@H](O)[C@H](O2)CO)=O (5-amino-3-(β-D-arabinofuranosyl)thiazolo[4,5-d]pyrimidine-2,7(3H,6H)-dione), NC=1NC(C2=C(N1)N(C(S2)=O)[C@H]2[C@H](O)[C@H](O)[C@H](O2)CO)=O (5-amino-3-β-D-ribofuranosylthiazolo[4,5-d]pyrimidine-2,7(6H)-dione), 2,3-di-O-isopropylidene. Reaction SMILES: [NH2:1][C:2]1[NH:3][C:4](=[O:21])[C:5]2[S:10][C:9](=[O:11])[N:8]([C@@H:12]3[O:18][C@H:17]([CH2:19][OH:20])[C@@H:15]([OH:16])[C@@H:13]3[OH:14])[C:6]=2[N:7]=1.C(OC1O[C@H](COC(=O)C)[C@@H](OC(=O)C)[C@H]1OC(=O)C)(=O)C>>[NH2:1][C:2]1[NH:3][C:4](=[O:21])[C:5]2[S:10][C:9](=[O:11])[N:8]([C@@H:12]3[O:18][C@H:17]([CH2:19][OH:20])[C@@H:15]([OH:16])[C@@H:13]3[OH:14])[C:6]=2[N:7]=1.[NH2:1][C:2]1[NH:3][C:4](=[O:21])[C:5]2[S:10][C:9](=[O:11])[N:8]([C@@H:12]3[O:18][C@H:17]([CH2:19][OH:20])[C@@H:15]([OH:16])[C@H:13]3[OH:14])[C:6]=2[N:7]=1. Procedure: The 2'-deoxyerythropentofuranosyl, the xylofuranosyl and the arabinofuranosyl analogs of compound 7 can be prepared in a manner similar to that described for compound 7 (scheme VI). Thus reacting 4 with 1-chloro-2-deoxy-3,5-di-O-(p-toluoyl)-α-D-erythropentofuranose followed by deblocking yields 5-amino-3-(2-deoxy-β-D-erythropentofuranosyl)thiazolo[4,5-d]pyrimidine-2,7(3H,6H)-dione (36). Likewise after deblocking of the respective intermediates, 4 and 1,2,3,5-tetra-O-acetyl-D-xylofuranose will yi... Reactants: BrC=1C(=C(C(=O)OC)C=CC1)CCC=C (methyl 3-bromo-2-but-3-en-1-ylbenzoate), C([O-])([O-])=O.[K+].[K+] (potassium carbonate). Reagents/catalysts: C(C)(=O)[O-].[Pd+2].C(C)(=O)[O-] (palladium (II) acetate). Run in C(C)#N (acetonitrile). Reaction conditions: temperature 120 celsius. The product is C=C1CCC=2C(=CC=CC12)C(=O)OC (methyl 1-methylidene-2,3-dihydro-1H-indene-4-carboxylate). Reaction SMILES: Br[C:2]1[C:3]([CH2:12][CH2:13][CH:14]=[CH2:15])=[C:4]([CH:9]=[CH:10][CH:11]=1)[C:5]([O:7][CH3:8])=[O:6].C(=O)([O-])[O-].[K+].[K+]>C([O-])(=O)C.[Pd+2].C([O-])(=O)C.C(#N)C>[CH2:15]=[C:14]1[C:2]2[CH:11]=[CH:10][CH:9]=[C:4]([C:5]([O:7][CH3:8])=[O:6])[C:3]=2[CH2:12][CH2:13]1 |f:1.2.3,4.5.6|. Reported procedure: To a microwave tube charged with methyl 3-bromo-2-but-3-en-1-ylbenzoate (800 mg, 3.0 mmol) and a stir bar was added palladium (II) acetate (67 mg, 0.30 mmol), triphenylphoshpine (310 mg, 1.19 mmol), potassium carbonate (2.46 g, 18.0 mmol), and acetonitrile (20 mL). The reaction tube was sealed, and the solution was purged three times with nitrogen, and heated in a microwave apparatus to 120° C. for 10 minutes. TLC showed a big blue spot right below the SM. The product was isolated by silica gel ... Yield: 62.0%. The reactants are S(=O)(=O)(OC)OC (dimethyl sulfate), [H-].[Na+] (NaH), CS (methyl mercaptan), C(=O)=O (carbon dioxide), FC(=C(F)F)F (tetrafluoroethylene). Procedure details: A slurry of 24 g (0.50 mole) of 50% NaH/mineral oil in 140 ml of dry dimethyl sulfoxide was stirred while 24 g (0.50 mole) of methyl mercaptan was distilled in over a 2 hr. period. The mixture was then stirred until gas evolution became very slow after which the mixture was allowed to stand overnight. The resulting mixture was a thick paste which was diluted with 50 ml of dimethyl sulfoxide and charged into a 400 ml metal tube along with 33 g (0.75 mole) of carbon dioxide and 50 g (0.50 mole) of... Run in CS(=O)C (dimethyl sulfoxide). Product: CSC(C(C(=O)OC)(F)F)(F)F (methyl 3-methylthio-2,2,3,3-tetrafluoropropionate). As a reaction SMILES: [H-].[Na+].[CH3:3][SH:4].[C:5](=[O:7])=O.[F:8][C:9]([F:13])=[C:10]([F:12])[F:11].S([O:19][CH3:20])(OC)(=O)=O>CS(C)=O>[CH3:3][S:4][C:10]([F:12])([F:11])[C:9]([F:13])([F:8])[C:5]([O:19][CH3:20])=[O:7] |f:0.1|. Conditions: time 8 hour.